This data is from the Open Reaction Database (ORD), a public repository of structured organic reaction records. The task is: describe an organic reaction: reactants, conditions, products, and yield Reactants: C(C)(=O)O (acetic acid), Cl (hydrochloric acid), C(C)(C)(C)OC(=O)N1CC(CCC1)SC=1C=C2C=CN=C(C2=CC1)NC(C1=CC=CC=C1)=O (3-(1-benzoylaminoisoquinolin-6ylsulfanyl)piperidine-1-carboxylic acid tert-butyl ester). Solvent: CO (methanol). Product: N1CC(CCC1)SC=1C=C2C=CN=C(C2=CC1)N (6-(piperidin-3-ylsulfanyl)isoquinolin-1--ylamine). RXN SMILES: C(O)(=O)C.Cl.C(OC([N:13]1[CH2:18][CH2:17][CH2:16][CH:15]([S:19][C:20]2[CH:21]=[C:22]3[C:27](=[CH:28][CH:29]=2)[C:26]([NH:30]C(=O)C2C=CC=CC=2)=[N:25][CH:24]=[CH:23]3)[CH2:14]1)=O)(C)(C)C>CO>[NH:13]1[CH2:18][CH2:17][CH2:16][CH:15]([S:19][C:20]2[CH:21]=[C:22]3[C:27](=[CH:28][CH:29]=2)[C:26]([NH2:30])=[N:25][CH:24]=[CH:23]3)[CH2:14]1. Procedure: Glacial acetic acid (2 ml) and 6M hydrochloric acid (4.25 ml) were added to the 3-(1-benzoylaminoisoquinolin-6ylsulfanyl)piperidine-1-carboxylic acid tert-butyl ester (18 mg, 0.039 mmol) and the mixture was refluxed for 24 h. The mixture was then concentrated in vacuo to give a residue. The residue was loaded onto a pre-acidified SCX column using methanol and then eluted with 2M ammonia in methanol to give 6-(piperidin-3-ylsulfanyl)isoquinolin-1--ylamine which was further purified using prep-HPL... The reactants are C1CCOC1, CCO, CCOC(C)=O, Cl, [Na+], [OH-], CCOC(=O)C1CCOc2cc(Oc3ccc(C(=O)NCCc4ccccc4-c4ccccc4)cc3)c(Cl)cc21. The product is O=C(NCCc1ccccc1-c1ccccc1)c1ccc(Oc2cc3c(cc2Cl)C(C(=O)O)CCO3)cc1. RXN SMILES: [CH2:46]1[O:47][CH2:48][CH2:49][CH2:50]1.[CH3:43][CH2:44][OH:45].[CH3:51][CH2:52][O:53][C:54](=[O:55])[CH3:56].[ClH:57].[Na+:42].[OH-:41].[c:1]1(-[c:35]2[cH:36][cH:37][cH:38][cH:39][cH:40]2)[c:2]([CH2:7][CH2:8][NH:9][C:10](=[O:11])[c:12]2[cH:13][cH:14][c:15]([O:16][c:17]3[c:18]([Cl:32])[cH:19][c:20]4[c:25]([cH:26]3)[O:24][CH2:23][CH2:22][CH:21]4[C:27](=[O:28])[O:29][CH2:30][CH3:31])[cH:33][cH:34]2)[cH:3][cH:4][cH:5][cH:6]1>>[c:1]1(-[c:35]2[cH:36][cH:37][cH:38][cH:39][cH:40]2)[c:2]([CH2:7][CH2:8][NH:9][C:10](=[O:11])[c:12]2[cH:13][cH:14][c:15]([O:16][c:17]3[c:18]([Cl:32])[cH:19][c:20]4[c:25]([cH:26]3)[O:24][CH2:23][CH2:22][CH:21]4[C:27](=[O:28])[OH:29])[cH:33][cH:34]2)[cH:3][cH:4][cH:5][cH:6]1. Starting materials: C1(=CC=CC=C1)O (phenol), ClC1=CC=C2C(=NC=NC2=C1)N1C(=C(C2=CC(=CC=C12)OC)CC(=O)O)C (1-(7-chloroquinazolin-4-yl)-5-methoxy-2-methylindol-3-ylacetic acid), C1(CCCCC1)N=C=NC1CCCCC1 (dicyclohexylcarbodiimide). Run in COCCOC (1,2-dimethoxyethane). Product: ClC1=CC=C2C(=NC=NC2=C1)N1C(=C(C2=CC(=CC=C12)OC)CC(=O)OC1=CC=CC=C1)C (phenyl 1-(7-chloroquinazolin-4-yl)-5-methoxy-2-methylindol-3-ylacetate). Reaction SMILES: [C:1]1(O)[CH:6]=[CH:5][CH:4]=[CH:3][CH:2]=1.[Cl:8][C:9]1[CH:18]=[C:17]2[C:12]([C:13]([N:19]3[C:27]4[C:22](=[CH:23][C:24]([O:28][CH3:29])=[CH:25][CH:26]=4)[C:21]([CH2:30][C:31]([OH:33])=[O:32])=[C:20]3[CH3:34])=[N:14][CH:15]=[N:16]2)=[CH:11][CH:10]=1.C1(N=C=NC2CCCCC2)CCCCC1>COCCOC>[Cl:8][C:9]1[CH:18]=[C:17]2[C:12]([C:13]([N:19]3[C:27]4[C:22](=[CH:23][C:24]([O:28][CH3:29])=[CH:25][CH:26]=4)[C:21]([CH2:30][C:31]([O:33][C:1]4[CH:6]=[CH:5][CH:4]=[CH:3][CH:2]=4)=[O:32])=[C:20]3[CH3:34])=[N:14][CH:15]=[N:16]2)=[CH:11][CH:10]=1. Procedure details: A mixture of phenol (0.27g.) and anhydrous 1-(7-chloroquinazolin-4-yl)-5-methoxy-2-methylindol-3-ylacetic acid (1.0g.) in dry 1,2-dimethoxyethane (20ml.; dried over sodium aluminosilicate powder) was stirred at room temperature and treated with dicyclohexylcarbodiimide (0.75g.). The mixture became opaque, and was stirred overnight at room temperature and then filtered. Evaporation of the filtrate gave a dark yellow syrup, which was purified by chromatography on silica gel (175g.), using an incre... The reactants are CC(=O)O, COC(=O)c1cncn1C1CC(C)c2ccccc21, O=[N+]([O-])O, [Na+], [OH-]. RXN SMILES: [CH3:26][C:27](=[O:28])[OH:29].[CH3:5][CH:6]1[CH2:7][CH:8]([n:15]2[cH:16][n:17][cH:18][c:19]2[C:20](=[O:21])[O:22][CH3:23])[c:9]2[cH:10][cH:11][cH:12][cH:13][c:14]21.[N+:1]([O-:2])([OH:3])=[O:4].[Na+:25].[OH-:24]>>[CH3:5][CH:6]1[CH2:7][CH:8]([n:15]2[cH:16][n:17][cH:18][c:19]2[C:20](=[O:21])[OH:22])[c:9]2[cH:10][cH:11][cH:12][cH:13][c:14]21. Yields the product CC1CC(n2cncc2C(=O)O)c2ccccc21. Reactants: CCCCCCN1C(=O)C(CC(=O)[O-])(c2cc3c(cc2O)OCO3)c2ccccc21, C1CCOC1, [Li+], [OH-], O. The product is CCCCCCN1C(=O)C2(CC(=O)Oc3cc4c(cc32)OCO4)c2ccccc21. Reaction SMILES: [CH2:1]([CH2:2][CH2:3][CH2:4][CH2:5][CH3:6])[N:7]1[C:8](=[O:30])[C:9]([c:16]2[cH:17][c:18]3[c:19]([cH:23][c:24]2[OH:25])[O:20][CH2:21][O:22]3)([CH2:26][C:27](=[O:28])[O-:29])[c:10]2[cH:11][cH:12][cH:13][cH:14][c:15]21.[CH2:33]1[O:34][CH2:35][CH2:36][CH2:37]1.[Li+:31].[OH-:32].[OH2:38]>>[CH2:1]([CH2:2][CH2:3][CH2:4][CH2:5][CH3:6])[N:7]1[C:8](=[O:30])[C:9]2([c:10]3[cH:11][cH:12][cH:13][cH:14][c:15]31)[c:16]1[cH:17][c:18]3[c:19]([cH:23][c:24]1[O:29][C:27](=[O:28])[CH2:26]2)[O:20][CH2:21][O:22]3.